From a dataset of the Open Reaction Database (ORD), a public repository of structured organic reaction records. describe an organic reaction: reactants, conditions, products, and yield Reactants: C(C)C=1C(=CC(=NC1)CO)OC ((5-ethyl-4-methoxypyridin-2-yl)methanol), C(Cl)(Cl)Cl (Chloroform). The reagents and catalysts are [O-2].[O-2].[Mn+4] (manganese dioxide), [O-2].[O-2].[Mn+4] (manganese dioxide). Solvent: ClCCl (dichloromethane). Run at time 30 minute. The product is C(C)C=1C(=CC(=NC1)C=O)OC (5-ethyl-4-methoxypyridine-2-carbaldehyde). The yield is 111.5%. RXN SMILES: [CH2:1]([C:3]1[C:4]([O:11][CH3:12])=[CH:5][C:6]([CH2:9][OH:10])=[N:7][CH:8]=1)[CH3:2].C(Cl)(Cl)Cl>ClCCl.[O-2].[O-2].[Mn+4]>[CH2:1]([C:3]1[C:4]([O:11][CH3:12])=[CH:5][C:6]([CH:9]=[O:10])=[N:7][CH:8]=1)[CH3:2] |f:3.4.5|. Procedure: To a solution of 49 mg of (5-ethyl-4-methoxypyridin-2-yl)methanol in 1 mL of dichloromethane, 0.13 g of manganese dioxide was added. The mixture was stirred at room temperature for 1 hour 30 minutes, 0.13 g of manganese dioxide was then added thereto, and the mixture was stirred for 1 hour 30 minutes. Chloroform was added to the reaction mixture, the insoluble substance was filtered off, and the solvent was distilled off under reduced pressure to obtain 54 mg of 5-ethyl-4-methoxypyridine-2-carba... Reactants: [N+](=O)([O-])C=1C=C(C=CC1)S(=O)(=O)OC1=CC=C(C=C1)CCOC1=CC=C(C=C2C(NC(S2)=O)=O)C=C1 (5-(4-[2-(4-(3-nitrophenylsulfonyloxy)phenyl)ethoxy]benzylidene)thiazolidine-2,4-dione), C(C)OC(=O)C1=C(NC(=C(C1)C(=O)OCC)C)C (diethyl-1,4-dihydro-2,6-dimethyl-3,5-pyridine dicarboxylate). Reaction conditions: temperature 145 celsius. Yields the product [N+](=O)([O-])C=1C=C(C=CC1)S(=O)(=O)OC1=CC=C(C=C1)CCOC1=CC=C(C=C1)CC1C(NC(S1)=O)=O (5-([4-[2-(4-(3-Nitrophenylsulfonyloxy)phenyl)ethoxy]phenyl]methyl)thiazolidine-2,4-dione). The yield is 41.2%. Reaction SMILES: [N+:1]([C:4]1[CH:5]=[C:6]([S:10]([O:13][C:14]2[CH:19]=[CH:18][C:17]([CH2:20][CH2:21][O:22][C:23]3[CH:36]=[CH:35][C:26]([CH:27]=[C:28]4[S:32][C:31](=[O:33])[NH:30][C:29]4=[O:34])=[CH:25][CH:24]=3)=[CH:16][CH:15]=2)(=[O:12])=[O:11])[CH:7]=[CH:8][CH:9]=1)([O-:3])=[O:2].C(OC(C1CC(C(OCC)=O)=C(C)NC=1C)=O)C>>[N+:1]([C:4]1[CH:5]=[C:6]([S:10]([O:13][C:14]2[CH:19]=[CH:18][C:17]([CH2:20][CH2:21][O:22][C:23]3[CH:36]=[CH:35][C:26]([CH2:27][CH:28]4[S:32][C:31](=[O:33])[NH:30][C:29]4=[O:34])=[CH:25][CH:24]=3)=[CH:16][CH:15]=2)(=[O:11])=[O:12])[CH:7]=[CH:8][CH:9]=1)([O-:3])=[O:2]. Procedure details: 2,4 g (4.6 mmole) 5-(4-[2-(4-(3-nitrophenylsulfonyloxy)phenyl)ethoxy]benzylidene)thiazolidine-2,4-dione and 3.5 g (14 mmole) diethyl-1,4-dihydro-2,6-dimethyl-3,5-pyridine dicarboxylate were mixed and heated to 145° C. under vacuum and after 1-2 hours the heat was removed. The solid material was dissolved in toluene, evaporated in vacuo and purified by chromatography on silica gel twice with ethyl acetate:petroleum ether (1:1) as eluents to give 1.002 g (yield 41%) of the desired product. Reactants: Cl.Cl.COC=1C(=C(C=CC1OC)CCNCCCCCCNCCC1=C(C(=C(C=C1)OC)OC)CC)C (N-[2-(3,4-Dimethoxy-2-methylphenyl)ethyl]-N'-[2-(2-ethyl-3,4-dimethoxyphenyl)ethyl]-1,6-hexanediamine dihydrochloride), B(Br)(Br)Br (boron tribromide), CO (methanol). The solvent is ClCCl (dichloromethane), ClCCl (dichloromethane). Run at time 5 hour. The product is Br.Br.OC=1C(=C(C=CC1O)CCNCCCCCCNCCC=1C(=C(C(=CC1)O)O)CC)C (4-[2-[[6-[[2-(3,4-Dihydroxy-2-methylphenyl)ethyl]amino]hexyl]amino]ethyl]-3-ethyl-1,2-benzenediol dihydrobromide). RXN SMILES: B(Br)(Br)[Br:2].Cl.Cl.C[O:8][C:9]1[C:10]([CH3:41])=[C:11]([CH2:17][CH2:18][NH:19][CH2:20][CH2:21][CH2:22][CH2:23][CH2:24][CH2:25][NH:26][CH2:27][CH2:28][C:29]2[CH:34]=[CH:33][C:32]([O:35]C)=[C:31]([O:37]C)[C:30]=2[CH2:39][CH3:40])[CH:12]=[CH:13][C:14]=1[O:15]C.CO>ClCCl>[BrH:2].[BrH:2].[OH:8][C:9]1[C:10]([CH3:41])=[C:11]([CH2:17][CH2:18][NH:19][CH2:20][CH2:21][CH2:22][CH2:23][CH2:24][CH2:25][NH:26][CH2:27][CH2:28][C:29]2[C:30]([CH2:39][CH3:40])=[C:31]([OH:37])[C:32]([OH:35])=[CH:33][CH:34]=2)[CH:12]=[CH:13][C:14]=1[OH:15] |f:1.2.3,6.7.8|. Procedure details: A solution of boron tribromide (1.2 ml) in dichloromethane (10 ml) was added dropwise under nitrogen to a stirred, cooled solution of the product from Stage (i) (1.2 g) in dry dichloromethane (100 ml) at 0°. The mixture was stirred at room temperature for 5 h and methanol was then added. The mixture was evaporated in vacuo to give a solid which was recrystallised from methanol/ethyl acetate to give the title compound as a white powder (1 g), m.p. 178°-180°. Starting materials: [H-].[Na+] (Sodium hydride), BrC1=NC(=CC(=C1NC(=O)C=1C(=NC=CC1)NCC)C)OC (N-(2-bromo-6-methoxy-4-methyl-3-pyridinyl)-2-ethylamino-3-pyridinecarboxamide). Run in N1=CC=CC=C1 (pyridine), C(C)(=O)OCC (ethyl acetate). Product: C(C)N1C2=C(NC(C3=C1N=CC=C3)=O)C(=CC(=N2)OC)C (5,11-dihydro-11-ethyl-2-methoxy-4-methyl-6H-dipyrido[3,2-b:2',3'-e][1,4]diazepin-6-one). The yield is 47.6%. As a reaction SMILES: [H-].[Na+].Br[C:4]1[C:9]([NH:10][C:11]([C:13]2[C:14]([NH:19][CH2:20][CH3:21])=[N:15][CH:16]=[CH:17][CH:18]=2)=[O:12])=[C:8]([CH3:22])[CH:7]=[C:6]([O:23][CH3:24])[N:5]=1>N1C=CC=CC=1.C(OCC)(=O)C>[CH2:20]([N:19]1[C:14]2[N:15]=[CH:16][CH:17]=[CH:18][C:13]=2[C:11](=[O:12])[NH:10][C:9]2[C:8]([CH3:22])=[CH:7][C:6]([O:23][CH3:24])=[N:5][C:4]1=2)[CH3:21] |f:0.1|. Reported procedure: Sodium hydride (0.14 g of a 50% dispersion in mineral oil) was added to a solution of N-(2-bromo-6-methoxy-4-methyl-3-pyridinyl)-2-ethylamino-3-pyridinecarboxamide (0.54 g) in pyridine (4 ml), and the resulting mixture was refluxed for 1.5 hours. The cooled mixture was diluted with ethyl acetate, washed with water, and the organic phase was dried (anhydrous magnesium sulfate) and concentrated. The residue was washed with diisopropyl ether and hot ethyl acetate, and then crystallized from ethanol... The reactants are C(C1=CC=CC=C1)C1C(N(CC(N(C1)CC(=O)NC1=CC=CC=C1)=O)S(=O)(=O)C1=CC=C(C=C1)Cl)=O (2-{6-benzyl-4-[(4-chlorophenyl)sulfonyl]-2,5-dioxo-1,4-diazepan-1-yl}-N-phenylacetoamide), NC1=CC=CC=C1 (aniline), C(C1=CC=CC=C1)N (benzylamine). The product is C(C1=CC=CC=C1)NC(CN1C(CN(C(C(C1)CC1=CC=CC=C1)=O)S(=O)(=O)C1=CC=C(C=C1)Cl)=O)=O (N-benzyl-2-[6-benzyl-4-(4-chlorobenzenesulfonyl)-2,5-dioxo-1,4-diazepan-1-yl]acetoamide). As a reaction SMILES: [CH2:1]([CH:8]1[CH2:14][N:13]([CH2:15][C:16]([NH:18]C2C=CC=CC=2)=[O:17])[C:12](=[O:25])[CH2:11][N:10]([S:26]([C:29]2[CH:34]=[CH:33][C:32]([Cl:35])=[CH:31][CH:30]=2)(=[O:28])=[O:27])[C:9]1=[O:36])[C:2]1[CH:7]=[CH:6][CH:5]=[CH:4][CH:3]=1.NC1C=CC=CC=1.[CH2:44](N)[C:45]1[CH:50]=[CH:49][CH:48]=[CH:47][CH:46]=1>>[CH2:44]([NH:18][C:16](=[O:17])[CH2:15][N:13]1[CH2:14][CH:8]([CH2:1][C:2]2[CH:7]=[CH:6][CH:5]=[CH:4][CH:3]=2)[C:9](=[O:36])[N:10]([S:26]([C:29]2[CH:34]=[CH:33][C:32]([Cl:35])=[CH:31][CH:30]=2)(=[O:28])=[O:27])[CH2:11][C:12]1=[O:25])[C:45]1[CH:50]=[CH:49][CH:48]=[CH:47][CH:46]=1. Reported procedure: Instead of the starting material compound of Example 270, that is, aniline, benzylamine was used for the similar procedure as in Example 270 to obtain the title compound. The reactants are COC(=O)N1N=C2C=C(C=CC2=C1N)Cl (3-amino-6-chloroindazole-2-carboxylic acid methyl ester). Solvent: COC(=O)OC(=O)OC (pyrocarbonic acid dimethyl ester). The product is NC1=NNC2=CC(=CC=C12)Cl (3-amino-6-chloroindazole). Reaction SMILES: COC([N:5]1[C:13]([NH2:14])=[C:12]2[C:7]([CH:8]=[C:9]([Cl:15])[CH:10]=[CH:11]2)=[N:6]1)=O>COC(OC(OC)=O)=O>[NH2:14][C:13]1[C:12]2[C:7](=[CH:8][C:9]([Cl:15])=[CH:10][CH:11]=2)[NH:6][N:5]=1. Procedure: Analogously to Example 1, 0.1 mol of 3-amino-6-chloroindazole in 50 ml of pyrocarbonic acid dimethyl ester gives 3-amino-6-chloroindazole-2-carboxylic acid methyl ester (melting point: 198°-200° C; 90% of theory) in 30 minutes at 30°-50° C. Reactants: COC(=O)CS, CCOC(C)=O, CS(=O)(=O)Oc1cccc(-c2nc(=O)c3ccccc3s2)n1, [H-], [Na+], CN(C)C=O, O. The product is COC(=O)CSCc1cccc(-c2nc(=O)c3ccccc3s2)n1. Reaction SMILES: [C:1]([CH2:2][SH:3])(=[O:4])[O:5][CH3:6].[CH3:31][CH2:32][O:33][C:34](=[O:35])[CH3:36].[CH3:9][S:10]([O:11][c:14]1[n:15][c:16](-[c:20]2[s:21][c:22]3[c:23]([c:24](=[O:26])[n:25]2)[cH:27][cH:28][cH:29][cH:30]3)[cH:17][cH:18][cH:19]1)(=[O:12])=[O:13].[H-:7].[Na+:8].[O:37]=[CH:38][N:39]([CH3:40])[CH3:41].[OH2:42]>>[C:1]([CH2:2][S:3][CH2:31][c:14]1[n:15][c:16](-[c:20]2[s:21][c:22]3[c:23]([c:24](=[O:26])[n:25]2)[cH:27][cH:28][cH:29][cH:30]3)[cH:17][cH:18][cH:19]1)(=[O:4])[O:5][CH3:6]. Reactants: [H-], [Na+], O=S(=O)([O-])CCCOc1ccccc1, CN(C)C=O, O=Cc1ccc(O)cc1. Yields the product O=Cc1ccc(OCCOc2ccccc2)cc1. RXN SMILES: [H-:11].[Na+:10].[O:12]([c:13]1[cH:14][cH:15][cH:16][cH:17][cH:18]1)[CH2:19][CH2:20][CH2:21][S:22]([O-:23])(=[O:24])=[O:25].[O:26]=[CH:27][N:28]([CH3:29])[CH3:30].[OH:1][c:2]1[cH:3][cH:4][c:5]([CH:6]=[O:7])[cH:8][cH:9]1>>[O:1]([c:2]1[cH:3][cH:4][c:5]([CH:6]=[O:7])[cH:8][cH:9]1)[CH2:20][CH2:19][O:12][c:13]1[cH:14][cH:15][cH:16][cH:17][cH:18]1. The reactants are CN(C(=O)N)C (N,N-dimethylurea), C([O-])([O-])=O.[Cs+].[Cs+] (caesium carbonate), ClC1=NC=CC(=C1)CN1C(N(C(C1(C)C)=O)C1=CC=C2C(CN(C2=C1)C(CN(C)C)=O)(C)C)=O (1-(2-chloropyridin-4-ylmethyl)-3-[1-(2-dimethylamino-acetyl)-3,3-dimethyl-2,3-dihydro-1H-indol-6-yl]-5,5-dimethyl-imidazolidine-2,4-dione), CC1(C2=CC=C(C=C2OC=2C=C(C=CC12)P(C1=CC=CC=C1)C1=CC=CC=C1)P(C1=CC=CC=C1)C1=CC=CC=C1)C ((9,9-dimethyl-9H-xanthene-3,6-diyl)bis(diphenylphosphine)). Reagents/catalysts: C(C)(=O)[O-].[Pd+2].C(C)(=O)[O-] (palladium acetate). Run in O1CCOCC1 (dioxane). Product: CN(CC(=O)N1CC(C2=CC=C(C=C12)N1C(N(C(C1=O)(C)C)CC1=CC(=NC=C1)NC(N(C)C)=O)=O)(C)C)C (3-[4-({3-[1-(N,N-dimethylglycyl)-3,3-dimethyl-2,3-dihydro-1H-indol-6-yl]-5,5-dimethyl-2,4-dioxoimidazolidin-1-yl}methyl)-pyridin-2-yl]-1,1-dimethylurea). Yield: 19.9%. As a reaction SMILES: Cl[C:2]1[CH:7]=[C:6]([CH2:8][N:9]2[C:13]([CH3:15])([CH3:14])[C:12](=[O:16])[N:11]([C:17]3[CH:25]=[C:24]4[C:20]([C:21]([CH3:33])([CH3:32])[CH2:22][N:23]4[C:26](=[O:31])[CH2:27][N:28]([CH3:30])[CH3:29])=[CH:19][CH:18]=3)[C:10]2=[O:34])[CH:5]=[CH:4][N:3]=1.[CH3:35][N:36]([CH3:40])[C:37]([NH2:39])=[O:38].CC1(C)C2C=CC(P(C3C=CC=CC=3)C3C=CC=CC=3)=CC=2OC2C1=CC=C(P(C1C=CC=CC=1)C1C=CC=CC=1)C=2.C(=O)([O-])[O-].[Cs+].[Cs+]>O1CCOCC1.C([O-])(=O)C.[Pd+2].C([O-])(=O)C>[CH3:29][N:28]([CH3:30])[CH2:27][C:26]([N:23]1[C:24]2[C:20](=[CH:19][CH:18]=[C:17]([N:11]3[C:12](=[O:16])[C:13]([CH3:15])([CH3:14])[N:9]([CH2:8][C:6]4[CH:5]=[CH:4][N:3]=[C:2]([NH:39][C:37](=[O:38])[N:36]([CH3:40])[CH3:35])[CH:7]=4)[C:10]3=[O:34])[CH:25]=2)[C:21]([CH3:33])([CH3:32])[CH2:22]1)=[O:31] |f:3.4.5,7.8.9|. Reported procedure: To a solution of 242 mg of 1-(2-chloropyridin-4-ylmethyl)-3-[1-(2-dimethylamino-acetyl)-3,3-dimethyl-2,3-dihydro-1H-indol-6-yl]-5,5-dimethyl-imidazolidine-2,4-dione obtained in stage a) of Example 31B in 10 mL of dioxane are successively added, under argon, 33 mg of N,N-dimethylurea, 29 mg of (9,9-dimethyl-9H-xanthene-3,6-diyl)bis(diphenylphosphine) (Xantphos), 22 mg of palladium acetate and 652 mg of caesium carbonate. The reaction mixture is refluxed for 6 hours, cooled to room temperature, fi...